Dataset: the Open Reaction Database (ORD), a public repository of structured organic reaction records. Task: describe an organic reaction: reactants, conditions, products, and yield Reactants: C(C1=CC=CC=C1)Br (Benzyl bromide), OCC1=CC=C(C(=O)O)C=C1 (4-hydroxymethylbenzoic acid), C([O-])([O-])=O.[Cs+].[Cs+] (cesium carbonate), CN(C)C=O (DMF). Run in O (Water), O (water), CO (methanol). Reaction conditions: time 2 hour. Product: C(C1=CC=CC=C1)OC(C1=CC=C(C=C1)CO)=O (4-Hydroxymethylbenzoic acid benzyl ester). The yield is 81.0%. As a reaction SMILES: [CH2:1](Br)[C:2]1[CH:7]=[CH:6][CH:5]=[CH:4][CH:3]=1.[OH:9][CH2:10][C:11]1[CH:19]=[CH:18][C:14]([C:15]([OH:17])=[O:16])=[CH:13][CH:12]=1.C(=O)([O-])[O-].[Cs+].[Cs+].CN(C=O)C>O.CO>[CH2:1]([O:17][C:15](=[O:16])[C:14]1[CH:13]=[CH:12][C:11]([CH2:10][OH:9])=[CH:19][CH:18]=1)[C:2]1[CH:7]=[CH:6][CH:5]=[CH:4][CH:3]=1 |f:2.3.4|. Procedure details: Benzyl bromide (7.8 mL, 66 mmol) was added to a suspension of 4-hydroxymethylbenzoic acid (10 g, 66 mmol) and cesium carbonate (11 g, 33 mmol) in a mixed solvent (DMF (100 mL)-methanol (30 mL)-water (30 mL)), and then the mixture was stirred at room temperature for 2 hours. Water (500 mL) was added thereto, the whole was extracted with ethyl acetate (500 mL), and then the organic layer was washed with saturated aqueous sodium hydrogen carbonate solution (300 mL) twice and water (300 mL) twice. T... Reactants: NC[C@@H](CN1C(O[C@@H](C1)C1=CC=NC2=CC=C(N=C12)OC)=O)O ((R)-3-((S)-3-Amino-2-hydroxy-propyl)-5-(6-methoxy-[1,5]naphthyridin-4-yl)-oxazolidin-2-one), O=C1NC2=C(SC1)C=CC(=N2)C=O (3-oxo-3,4-dihydro-2H-pyrido[3,2,b][1,4]thiazine-6-carbaldehyde), [BH4-].[Na+] (Sodium borohydride). The solvent is C(Cl)Cl (CH2Cl2), CO (MeOH), CO (methanol), C(Cl)(Cl)Cl (chloroform). Conditions: time 15 hour. Product: O[C@@H](CNCC=1C=CC=2SCC(NC2N1)=O)CN1C(O[C@@H](C1)C1=CC=NC2=CC=C(N=C12)OC)=O (6-({(S)-2-Hydroxy-3-[(R)-5-(6-methoxy-[1,5]naphthyridin-4-yl)-2-oxo -oxazolidin-3-yl]-propylamino}-methyl)-4H-pyrido[3,2-b][1,4]thiazin-3-one). Isolated yield 75.1%. Reaction SMILES: [NH2:1][CH2:2][C@H:3]([OH:23])[CH2:4][N:5]1[CH2:9][C@@H:8]([C:10]2[C:19]3[C:14](=[CH:15][CH:16]=[C:17]([O:20][CH3:21])[N:18]=3)[N:13]=[CH:12][CH:11]=2)[O:7][C:6]1=[O:22].[O:24]=[C:25]1[CH2:30][S:29][C:28]2[CH:31]=[CH:32][C:33]([CH:35]=O)=[N:34][C:27]=2[NH:26]1.[BH4-].[Na+]>C(Cl)Cl.CO.C(Cl)(Cl)Cl>[OH:23][C@H:3]([CH2:4][N:5]1[CH2:9][C@@H:8]([C:10]2[C:19]3[C:14](=[CH:15][CH:16]=[C:17]([O:20][CH3:21])[N:18]=3)[N:13]=[CH:12][CH:11]=2)[O:7][C:6]1=[O:22])[CH2:2][NH:1][CH2:35][C:33]1[CH:32]=[CH:31][C:28]2[S:29][CH2:30][C:25](=[O:24])[NH:26][C:27]=2[N:34]=1 |f:2.3|. Procedure: To (R)-3-((S)-3-Amino-2-hydroxy-propyl)-5-(6-methoxy-[1,5]naphthyridin-4-yl)-oxazolidin-2-one (0.069 g, 0.22 mmol) in CH2Cl2 (7 mL) and MeOH (1.8 mL) was added 3-oxo-3,4-dihydro-2H-pyrido[3,2,b][1,4]thiazine-6-carbaldehyde (SB-735214, 0.043 g, 0.22 mmol) and the reaction mixture was stirred for 15 hours. Sodium borohydride (0.01 g, 0.26 mmol) was added followed by methanol (5 mL). After 1 hour, the reaction mixture was diluted with chloroform and washed with saturated aqueous NaHCO3 solution, dr... Reactants: C(Cl)(Cl)Cl (chloroform), C(C)(=O)OC1=C(C(=C(C(=C1C)C)O)CC=C)C (4-acetoxy-2-allyl-3,5,6-trimethylphenol), BrBr (bromine). Solvent: C(C)N(CC)CC (triethylamine). Product: C(C)(=O)OC=1C(=C(C2=C(CC(O2)CBr)C1C)C)C (5-acetoxy-2-bromomethyl-4,6,7-trimethyl-2,3-dihydrobenzofuran). The yield is 93.9%. RXN SMILES: C(Cl)(Cl)Cl.[C:5]([O:8][C:9]1[C:14]([CH3:15])=[C:13]([CH3:16])[C:12]([OH:17])=[C:11]([CH2:18][CH:19]=[CH2:20])[C:10]=1[CH3:21])(=[O:7])[CH3:6].[Br:22]Br>C(N(CC)CC)C>[C:5]([O:8][C:9]1[C:14]([CH3:15])=[C:13]([CH3:16])[C:12]2[O:17][CH:19]([CH2:20][Br:22])[CH2:18][C:11]=2[C:10]=1[CH3:21])(=[O:7])[CH3:6]. Procedure details: To a chloroform (15 ml) solution of 4-acetoxy-2-allyl-3,5,6-trimethylphenol [2.0 g (8.5 mmol)] was added dropwise while stirring, bromine [1.36 g (8.5 mmol)]. To the mixture was then added triethylamine (0.3 ml), which was heated for two hours under reflux. The reaction mixture was cooled, washed with water, dried and then concentrated. The concentrate was crystallized from hexane to obtain 5-acetoxy-2-bromomethyl-4,6,7-trimethyl-2,3-dihydrobenzofuran [2.5 g (yield 93.2%)]. The reactants are FF (fluorine), CC1=CC(NC(N1)=O)=O (6-methyl uracil), FF (fluorine). Solvent: O (water). Run at time 2 day. Product: FC=1C(NC(NC1C)=O)=O (5-fluoro-6-methyl uracil). As a reaction SMILES: [CH3:1][C:2]1[NH:7][C:6](=[O:8])[NH:5][C:4](=[O:9])[CH:3]=1.[F:10]F>O>[F:10][C:3]1[C:4](=[O:9])[NH:5][C:6](=[O:8])[NH:7][C:2]=1[CH3:1]. Reported procedure: The preceding example was substantially repeated but at a lower reaction temperature. A suspension of 6-methyl uracil (4.00g) in water (30 ml) was maintained at 0°-10°C and fluorinated with a stream of fluorine and nitrogen, present in equal volumes, until fluorine was detected at the reactor outlet. The reaction mixture was allowed to stand for two days at room temperature and 1.05g of crystals were collected and found to have a different IR spectrum than the starting material. A DSC analysis s... The reactants are CCOC(=O)CCCBr, CCO, CCC(=O)N(c1ccc(Cl)cc1)C1CC(C)N(C(=O)c2ccc(O)cc2)c2ccccc21, [H-], [Na+], CN(C)C=O. The product is CCOC(=O)CCCOc1ccc(C(=O)N2c3ccccc3C(N(C(=O)CC)c3ccc(Cl)cc3)CC2C)cc1. RXN SMILES: [Br:35][CH2:36][CH2:37][CH2:38][C:39](=[O:40])[O:41][CH2:42][CH3:43].[CH3:44][CH2:45][OH:46].[Cl:1][c:2]1[cH:3][cH:4][c:5]([N:8]([C:9]([CH2:10][CH3:11])=[O:12])[CH:13]2[CH2:14][CH:15]([CH3:32])[N:16]([C:23]([c:24]3[cH:25][cH:26][c:27]([OH:30])[cH:28][cH:29]3)=[O:31])[c:17]3[cH:18][cH:19][cH:20][cH:21][c:22]32)[cH:6][cH:7]1.[H-:33].[Na+:34].[O:47]=[CH:48][N:49]([CH3:50])[CH3:51]>>[Cl:1][c:2]1[cH:3][cH:4][c:5]([N:8]([C:9]([CH2:10][CH3:11])=[O:12])[CH:13]2[CH2:14][CH:15]([CH3:32])[N:16]([C:23]([c:24]3[cH:25][cH:26][c:27]([O:30][CH2:36][CH2:37][CH2:38][C:39](=[O:40])[O:41][CH2:42][CH3:43])[cH:28][cH:29]3)=[O:31])[c:17]3[cH:18][cH:19][cH:20][cH:21][c:22]32)[cH:6][cH:7]1.